Dataset: the Open Reaction Database (ORD), a public repository of structured organic reaction records. Task: describe an organic reaction: reactants, conditions, products, and yield Reactants: ClSC(Cl)(Cl)Cl, [Na+], [OH-], O, Cn1[nH]c(=O)n(-c2ccccc2)c1=O. Product: Cn1c(=O)n(-c2ccccc2)c(=O)n1SC(Cl)(Cl)Cl. As a reaction SMILES: [Cl:17][C:18]([S:19][Cl:20])([Cl:21])[Cl:22].[Na+:16].[OH-:15].[OH2:23].[c:1]1(-[n:7]2[c:8](=[O:14])[nH:9][n:10]([CH3:13])[c:11]2=[O:12])[cH:2][cH:3][cH:4][cH:5][cH:6]1>>[c:1]1(-[n:7]2[c:8](=[O:14])[n:9]([S:19][C:18]([Cl:17])([Cl:21])[Cl:22])[n:10]([CH3:13])[c:11]2=[O:12])[cH:2][cH:3][cH:4][cH:5][cH:6]1. RXN SMILES: [CH3:15][CH2:16][O:17][C:18]([CH3:19])=[O:20].[H:13][H:14].[N+:1]([O-:2])(=[O:3])[c:4]1[cH:5][cH:6][c:7]([C:9](=[O:10])[O:11][CH3:12])[o:8]1>>[NH2:1][c:4]1[cH:5][cH:6][c:7]([C:9](=[O:10])[O:11][CH3:12])[o:8]1. Starting materials: CCOC(C)=O, [H][H], COC(=O)c1ccc([N+](=O)[O-])o1. Product: COC(=O)c1ccc(N)o1. The reactants are C(=O)(O)[O-].[Na+] (NaHCO3), C(C1=CC=CC=C1)N (benzylamine), COC1=C(C=C(C=O)C=C1)OC (4,3-dimethoxybenzaldehyde), C(C)(=O)O[BH-](OC(C)=O)OC(C)=O.[Na+] (sodium triacetoxyborohydride). The solvent is C(Cl)(Cl)Cl (chloroform). Run at time 18 hour. Yields the product C(C1=CC=CC=C1)NCC1=CC(=C(C=C1)OC)OC (N-Benzyl-3,4-dimethoxybenzylamine). Isolated yield 70.9%. As a reaction SMILES: [CH2:1]([NH2:8])[C:2]1[CH:7]=[CH:6][CH:5]=[CH:4][CH:3]=1.[CH3:9][O:10][C:11]1[CH:18]=[CH:17][C:14]([CH:15]=O)=[CH:13][C:12]=1[O:19][CH3:20].C(O[BH-](OC(=O)C)OC(=O)C)(=O)C.[Na+].C([O-])(O)=O.[Na+]>C(Cl)(Cl)Cl>[CH2:1]([NH:8][CH2:15][C:14]1[CH:17]=[CH:18][C:11]([O:10][CH3:9])=[C:12]([O:19][CH3:20])[CH:13]=1)[C:2]1[CH:7]=[CH:6][CH:5]=[CH:4][CH:3]=1 |f:2.3,4.5|. Reported procedure: To a stirred solution of benzylamine (3.94 mL, 36 mmol) and 4,3-dimethoxybenzaldehyde (5.0 g, 30 mmol) in chloroform (120 mL), was added sodium triacetoxyborohydride (9.53 g, 45 mmol). The mixture was stirred at rt for 18 hrs prior to addition of saturated NaHCO3. The organic phase was separated and the aqueous phase extracted with chloroform. The combined extracts were washed with brine, dried over MgSO4 and evaporated to afford the crude product. Purification by flash column chromatography aff... The reactants are C(C)OC(C(C)(C)C=1C=C2C(=C(NC2=CC1)C1=CC(=CC(=C1)C)C)CCN)=O (2-[3-(2-aminoethyl)-2-(3,5-dimethylphenyl)-1H-indol-5-yl]-2-methylpropionic acid ethyl ester), [BH4-].[Na+] (sodium borohydride), [O-]S(=O)(=O)[O-].[Mg+2] (MgSO4), N1=CC(=CC=C1)CCCC=O (4-(pyridin-3-yl)butyraldehyde). The solvent is CO (MeOH). Conditions: time 42.5 minute. Product: C(C)OC(C(C)(C)C=1C=C2C(=C(NC2=CC1)C1=CC(=CC(=C1)C)C)CCNCCCCC=1C=NC=CC1)=O (2-[2-(3 5-dimethylphenyl)-3-[2-[4-(pyridin-3-yl)butylamino]ethyl]-1H-indol-5-yl]-2-methylpropionic acid ethyl ester). Reaction SMILES: [CH2:1]([O:3][C:4](=[O:28])[C:5]([C:8]1[CH:9]=[C:10]2[C:14](=[CH:15][CH:16]=1)[NH:13][C:12]([C:17]1[CH:22]=[C:21]([CH3:23])[CH:20]=[C:19]([CH3:24])[CH:18]=1)=[C:11]2[CH2:25][CH2:26][NH2:27])([CH3:7])[CH3:6])[CH3:2].[O-]S([O-])(=O)=O.[Mg+2].[N:35]1[CH:40]=[CH:39][CH:38]=[C:37]([CH2:41][CH2:42][CH2:43][CH:44]=O)[CH:36]=1.[BH4-].[Na+]>CO>[CH2:1]([O:3][C:4](=[O:28])[C:5]([C:8]1[CH:9]=[C:10]2[C:14](=[CH:15][CH:16]=1)[NH:13][C:12]([C:17]1[CH:18]=[C:19]([CH3:24])[CH:20]=[C:21]([CH3:23])[CH:22]=1)=[C:11]2[CH2:25][CH2:26][NH:27][CH2:44][CH2:43][CH2:42][CH2:41][C:37]1[CH:36]=[N:35][CH:40]=[CH:39][CH:38]=1)([CH3:7])[CH3:6])[CH3:2] |f:1.2,4.5|. Procedure details: A dry flask containing 3.00 g (7.93 mmol) of 2-[3-(2-aminoethyl)-2-(3,5-dimethylphenyl)-1H-indol-5-yl]-2-methylpropionic acid ethyl ester (prepared essentially as described in Example 7.1 Step A), 4.76 g (39.7 mmol) of anhydrous MgSO4, and a magnetic stirring bar was fitted with a septum and needle adapter leading to a Firestone valve. The flask was thoroughly purged with N2, and the mixture was cooled in an ice-MeOH bath at -10° to -5° C. and stirred vigorously as a solution of 1.32 g (8.88 mmo... The reactants are BrCC1=CC2=C(N=C(N=C2)C#N)N1CC(C)(C)C (6-Bromomethyl-7-(2,2-dimethyl-propyl)-7H-pyrrolo[2,3-d]pyrimidine-2-carbonitrile), N1N=NN=C1 (1H-tetrazole), C(=O)([O-])[O-].[K+].[K+] (K2CO3). Solvent: O (water), CN(C)C=O (DMF). Run at time 23 hour. Yields the product CC(CN1C(=CC2=C1N=C(N=C2)C#N)CN2N=NN=C2)(C)C (7-(2,2-Dimethyl-propyl)-6-tetrazol-1-ylmethyl-7H-pyrrolo[2,3-d]pyrimidine-2-carbonitrile). Yield: 45.0%. Reaction SMILES: Br[CH2:2][C:3]1[N:13]([CH2:14][C:15]([CH3:18])([CH3:17])[CH3:16])[C:6]2[N:7]=[C:8]([C:11]#[N:12])[N:9]=[CH:10][C:5]=2[CH:4]=1.[NH:19]1[CH:23]=[N:22][N:21]=[N:20]1.C([O-])([O-])=O.[K+].[K+]>CN(C=O)C.O>[CH3:16][C:15]([CH3:18])([CH3:17])[CH2:14][N:13]1[C:6]2[N:7]=[C:8]([C:11]#[N:12])[N:9]=[CH:10][C:5]=2[CH:4]=[C:3]1[CH2:2][N:19]1[CH:23]=[N:22][N:21]=[N:20]1 |f:2.3.4|. Reported procedure: 6-Bromomethyl-7-(2,2-dimethyl-propyl)-7H-pyrrolo[2,3-d]pyrimidine-2-carbonitrile (0.33 mmol) and 1H-tetrazole (0.65 mmol) are dissolved in DMF (3 ml). To the solution, K2CO3 (0.98 mmol) is added and the mixture is stirred at room temperature under nitrogen atmosphere for 23 h. The reaction mixture is diluted with water and extracted with AcOEt. The organic layer is washed with brine, dried over sodium sulfate, and concentrated. The crude product is purified by silica gel column chromatography to... Starting materials: C1CCOC1, C[Si](C)(C)[N-][Si](C)(C)C, O=C(O)c1cc(F)c(Cl)nc1Cl, C[Si](C)(C)c1ccc(N)c(F)c1, [Li+]. Product: C[Si](C)(C)c1ccc(Nc2nc(Cl)c(F)cc2C(=O)O)c(F)c1. Reaction SMILES: [CH2:35]1[O:36][CH2:37][CH2:38][CH2:39]1.[CH3:14][Si:15]([N-:16][Si:17]([CH3:18])([CH3:19])[CH3:20])([CH3:21])[CH3:22].[Cl:23][c:24]1[c:25]([C:26](=[O:27])[OH:28])[cH:29][c:30]([F:34])[c:31]([Cl:33])[n:32]1.[F:1][c:2]1[c:3]([NH2:12])[cH:4][cH:5][c:6]([Si:8]([CH3:9])([CH3:10])[CH3:11])[cH:7]1.[Li+:13]>>[F:1][c:2]1[c:3]([NH:12][c:24]2[c:25]([C:26](=[O:27])[OH:28])[cH:29][c:30]([F:34])[c:31]([Cl:33])[n:32]2)[cH:4][cH:5][c:6]([Si:8]([CH3:9])([CH3:10])[CH3:11])[cH:7]1. Reactants: Cl (hydrogen chloride), CCOCC (ether), IC1=C(OCC2OC2)C=CC=C1 ([(2-iodophenoxy)methyl]oxirane), C(C)(C)(C)N (t-butylamine). Run in S1(=O)(=O)CCCC1 (sulfolane). Yields the product hydrochloride salt, Cl.CC(C)(C)NCC(COC1=C(C=CC=C1)I)O (1-[(1,1-dimethylethyl)amino]-3-(2-iodophenoxy)-2-propanol hydrochloride). The yield is 53.0%. RXN SMILES: [I:1][C:2]1[CH:12]=[CH:11][CH:10]=[CH:9][C:3]=1[O:4][CH2:5][CH:6]1[CH2:8][O:7]1.[C:13]([NH2:17])([CH3:16])([CH3:15])[CH3:14].[ClH:18].CCOCC>S1(CCCC1)(=O)=O>[ClH:18].[CH3:14][C:13]([NH:17][CH2:8][CH:6]([OH:7])[CH2:5][O:4][C:3]1[CH:9]=[CH:10][CH:11]=[CH:12][C:2]=1[I:1])([CH3:16])[CH3:15] |f:5.6|. Reported procedure: A solution of 30.0 g (0.108 mole) of [(2-iodophenoxy)methyl]oxirane and 110 ml (1 mole) of t-butylamine in 62 ml of sulfolane was heated in an autoclave for two hours. The excess t-butylamine was evaporated in vacuo. The residue was dissolved in ether and the ether solution washed with water and brine. The solution was dried (K2CO3), and the solvent was evaporated in vacuo. A hydrochloride salt was prepared by adding ethereal hydrogen chloride to an ether solution of the residue. There was obtai...